Dataset: the Open Reaction Database (ORD), a public repository of structured organic reaction records. Task: describe an organic reaction: reactants, conditions, products, and yield RXN SMILES: [CH2:1]([O:8][C:9]([N:11]1[CH2:16][CH2:15][NH:14][C:13](=[O:17])[CH2:12]1)=[O:10])[C:2]1[CH:7]=[CH:6][CH:5]=[CH:4][CH:3]=1.[H-].[Na+].C[N:21]([CH:23]=O)C>C1COCC1.[NH4+].[Cl-].CCOC(C)=O>[CH2:1]([O:8][C:9]([N:11]1[CH2:16][CH2:15][N:14]([CH2:1][C:2]2[CH:7]=[CH:6][C:5]([C:23]#[N:21])=[CH:4][CH:3]=2)[C:13](=[O:17])[CH2:12]1)=[O:10])[C:2]1[CH:3]=[CH:4][CH:5]=[CH:6][CH:7]=1 |f:1.2,5.6|. Starting materials: C(C1=CC=CC=C1)OC(=O)N1CC(NCC1)=O (3-oxo-piperazine-1-carboxylic acid benzyl ester), 4-bromomethyl tolylnitrile, [H-].[Na+] (NaH), CN(C)C=O (DMF). The product is C(C1=CC=CC=C1)OC(=O)N1CC(N(CC1)CC1=CC=C(C=C1)C#N)=O (4-(4-Cyanobenzyl)-3-oxopiperazine-1-carboxylic acid benzyl ester), solid. Run in [NH4+].[Cl-] (NH4Cl), CCOC(=O)C (EtOAc), C1CCOC1 (THF). Procedure: To a solution of 3-oxo-piperazine-1-carboxylic acid benzyl ester (3.0 g, 12.8 mmol) and 4-bromomethyl tolylnitrile (2.76 g, 14.1 mmol) in 135 mL of THF and 15 mL of DMF at 0° C. is added a 60% dispersion in mineral oil of NaH (0.49 g, 12.8 mmol). After 5 hours, the solution is diluted with saturated NH4Cl and EtOAc. The organic layer is washed with H2O and saturated NaCl. The organic layer is dried over MgSO4, filtered and concentrated. The crude product is purified by column chromatography over... Reaction conditions: time 5 hour. Reactants: Cl, NO, [Na+], O=C([O-])O, C1CCOC1, O=C(Cl)C=Cc1cccc(S(=O)(=O)Nc2cccc3ccccc23)c1. Yields the product O=C(C=Cc1cccc(S(=O)(=O)Nc2cccc3ccccc23)c1)NO. Reaction SMILES: [ClH:1].[NH2:2][OH:3].[Na+:8].[O-:4][C:5]([OH:6])=[O:7].[O:34]1[CH2:35][CH2:36][CH2:37][CH2:38]1.[c:9]1([NH:19][S:20](=[O:21])(=[O:22])[c:23]2[cH:24][c:25]([CH:29]=[CH:30][C:31](=[O:32])[Cl:33])[cH:26][cH:27][cH:28]2)[cH:10][cH:11][cH:12][c:13]2[cH:14][cH:15][cH:16][cH:17][c:18]12>>[NH:2]([OH:3])[C:31]([CH:30]=[CH:29][c:25]1[cH:24][c:23]([S:20]([NH:19][c:9]2[cH:10][cH:11][cH:12][c:13]3[cH:14][cH:15][cH:16][cH:17][c:18]23)(=[O:21])=[O:22])[cH:28][cH:27][cH:26]1)=[O:32]. Starting materials: [Al+3], O=C(Br)CBr, CC(=O)Oc1ccc(-c2ccccc2)cc1, [Cl-], [Cl-], [Cl-], ClCCl, Cl. Product: CC(=O)Oc1ccc(-c2ccc(C(=O)CBr)cc2)cc1. As a reaction SMILES: [Al+3:23].[Br:17][CH2:18][C:19](=[O:20])[Br:21].[C:1]([CH3:2])(=[O:3])[O:4][c:5]1[cH:6][cH:7][c:8](-[c:11]2[cH:12][cH:13][cH:14][cH:15][cH:16]2)[cH:9][cH:10]1.[Cl-:22].[Cl-:24].[Cl-:25].[Cl:27][CH2:28][Cl:29].[ClH:26]>>[C:1]([CH3:2])(=[O:3])[O:4][c:5]1[cH:6][cH:7][c:8](-[c:11]2[cH:12][cH:13][c:14]([C:19]([CH2:18][Br:17])=[O:20])[cH:15][cH:16]2)[cH:9][cH:10]1. Starting materials: [Br-], Cc1ccccc1, [K+], O=N[O-], CC(C)CC(N)C(=O)O, [Na+], O, O=S(=O)(O)O. Yields the product CC(C)CC(Br)C(=O)O. RXN SMILES: [Br-:15].[CH3:21][c:22]1[cH:23][cH:24][cH:25][cH:26][cH:27]1.[K+:16].[N:17]([O-:18])=[O:19].[NH2:6][CH:7]([CH2:8][CH:9]([CH3:10])[CH3:11])[C:12](=[O:13])[OH:14].[Na+:20].[OH2:28].[S:1](=[O:2])(=[O:3])([OH:4])[OH:5]>>[CH:7]([CH2:8][CH:9]([CH3:10])[CH3:11])([C:12](=[O:13])[OH:14])[Br:15].